The task is: describe an organic reaction: reactants, conditions, products, and yield. This data is from the Open Reaction Database (ORD), a public repository of structured organic reaction records. Reactants: O (water), BrC1=NC=CC=C1O (2-bromo-3-hydroxypyridine), ClC(C=1C=NC=CC1)C=1C=NC=CC1 (3-[chloro(pyridin-3-yl)methyl]pyridine), C(=O)([O-])[O-].[Cs+].[Cs+] (Cs2CO3). Run at time 8 hour. Product: BrC1=NC=CC=C1OC(C=1C=NC=CC1)C=1C=NC=CC1 (2-bromo-3-(dipyridin-3-ylmethoxy)pyridine). Reaction SMILES: [Br:1][C:2]1[C:7]([OH:8])=[CH:6][CH:5]=[CH:4][N:3]=1.Cl[CH:10]([C:17]1[CH:18]=[N:19][CH:20]=[CH:21][CH:22]=1)[C:11]1[CH:12]=[N:13][CH:14]=[CH:15][CH:16]=1.C([O-])([O-])=O.[Cs+].[Cs+].O>CN(C=O)C>[Br:1][C:2]1[C:7]([O:8][CH:10]([C:17]2[CH:18]=[N:19][CH:20]=[CH:21][CH:22]=2)[C:11]2[CH:12]=[N:13][CH:14]=[CH:15][CH:16]=2)=[CH:6][CH:5]=[CH:4][N:3]=1 |f:2.3.4|. Run in CN(C)C=O (DMF). Procedure: To the solution of 2-bromo-3-hydroxypyridine (0.90 g, 5.18 mmol) and 3-[chloro(pyridin-3-yl)methyl]pyridine (2-1) (0.82 g, 3.99 mmol) in DMF (10 mL) at 0° C. was added Cs2CO3 (1.95 g, 5.98 mmol). The mixture was stirred overnight, poured into water (100 mL) and extracted with EtOAc (3×100 mL). The combined organic layer was dried, filtered, and concentrated to give a solid. The solid was purified by silica gel chromatography (3% MeOH in CH2Cl2) to give 2-bromo-3-(dipyridin-3-ylmethoxy)pyridine (... Reactants: CN(C)CCCCl, CN(C)CCCOCc1c2c(nn1COCC[Si](C)(C)C)-c1cc(Cl)ccc1Oc1ccccc1-2, Cl. Product: CN(C)CCCOCc1[nH]nc2c1-c1ccccc1Oc1ccc(Cl)cc1-2. RXN SMILES: [CH3:2][N:3]([CH3:4])[CH2:5][CH2:6][CH2:7][Cl:8].[Cl:9][c:10]1[cH:11][cH:12][c:13]2[c:14]([cH:43]1)-[c:15]1[n:16][n:17]([CH2:35][O:36][CH2:37][CH2:38][Si:39]([CH3:40])([CH3:41])[CH3:42])[c:18]([CH2:27][O:28][CH2:29][CH2:30][CH2:31][N:32]([CH3:33])[CH3:34])[c:19]1-[c:20]1[c:21]([cH:23][cH:24][cH:25][cH:26]1)[O:22]2.[ClH:1]>>[Cl:9][c:10]1[cH:11][cH:12][c:13]2[c:14]([cH:43]1)-[c:15]1[n:16][nH:17][c:18]([CH2:27][O:28][CH2:29][CH2:30][CH2:31][N:32]([CH3:33])[CH3:34])[c:19]1-[c:20]1[c:21]([cH:23][cH:24][cH:25][cH:26]1)[O:22]2. The reactants are BrC=1C=C2C(=CC=NC2=CC1)C1=CC=NC=C1 (6-bromo-4-(4-pyridinyl)quinoline), CS(=O)(=O)C=1C=C(C=NC1)B(O)O (5-methylsulfonyl pyridine-3-boronic acid), tetrakistriphenylphosphine palladium (0), C(=O)(O)[O-].[Na+] (NaHCO3). Solvent: O1CCOCC1 (dioxane). The product is CS(=O)(=O)C=1C=C(C=NC1)C=1C=C2C(=CC=NC2=CC1)C1=CC=NC=C1 (6-[5-(methylsulfonyl)-3-pyridinyl]-4-(4-pyridinyl)quinoline). RXN SMILES: Br[C:2]1[CH:3]=[C:4]2[C:9](=[CH:10][CH:11]=1)[N:8]=[CH:7][CH:6]=[C:5]2[C:12]1[CH:17]=[CH:16][N:15]=[CH:14][CH:13]=1.[CH3:18][S:19]([C:22]1[CH:23]=[C:24](B(O)O)[CH:25]=[N:26][CH:27]=1)(=[O:21])=[O:20].C([O-])(O)=O.[Na+]>O1CCOCC1>[CH3:18][S:19]([C:22]1[CH:23]=[C:24]([C:2]2[CH:3]=[C:4]3[C:9](=[CH:10][CH:11]=2)[N:8]=[CH:7][CH:6]=[C:5]3[C:12]2[CH:17]=[CH:16][N:15]=[CH:14][CH:13]=2)[CH:25]=[N:26][CH:27]=1)(=[O:21])=[O:20] |f:2.3|. Procedure: A mixture of (6-bromo-4-(4-pyridinyl)quinoline (250 mg, 0.88 mmol), 5-methylsulfonyl pyridine-3-boronic acid (201 mg, 1.0 mmol), tetrakistriphenylphosphine palladium (0) (104 mg, 0.09 mmol), and sat. aqueous NaHCO3 (1.75 mL), in dioxane (5 mL) was heated at 110° C. for 1 h then cooled to room temperature. The r×n was filtered through Celite and Na2SO4 onto silica and the crude product was purified by column chromatography (5% EtOAc/Hex-10% Ethanol/EtOAc; 30 min gradient). Evaporation and precipi... Starting materials: C(C)(C)(C)OC(=O)N1CCC(CC1)C(=O)O (1-(tert-butoxycarbonyl)piperidine-4-carboxylic acid), Cl.C(C)N=C=NCCCN(C)C (1-ethyl-3-(3-dimethylaminopropyl)carbodiimide hydrochloride), NC=1SC2=NC(=CC=C2N1)C=1C=C(C(=O)NC2=CC(=CC=C2)C(F)(F)F)C=CC1 (3-(2-aminothiazolo[5,4-b]pyridin-5-yl)-N-(3-(trifluoromethyl)phenyl)benzamide), crude mixture, FC(C(=O)O)(F)F (trifluoroacetic acid). The reagents and catalysts are CN(C1=CC=NC=C1)C (4-dimethylaminopyridine). Run in CN(C)C=O (DMF), C(C)(=O)OCC (ethyl acetate), ClCCl (dichloromethane). Reaction conditions: time 16 hour. The product is FC(C=1C=C(C=CC1)NC(=O)C=1C=C(C=CC1)C1=CC=C2C(=N1)SC(=N2)NC(=O)C2CCNCC2)(F)F (N-(5-(3-(3-(trifluoromethyl)phenylcarbamoyl)phenyl)thiazolo[5,4-b]pyridin-2-yl)piperidine-4-carboxamide), C(=O)(C(F)(F)F)O (TFA). Reaction SMILES: C(OC([N:8]1[CH2:13][CH2:12][CH:11]([C:14]([OH:16])=O)[CH2:10][CH2:9]1)=O)(C)(C)C.Cl.C(N=C=NCCCN(C)C)C.[NH2:29][C:30]1[S:31][C:32]2[C:37]([N:38]=1)=[CH:36][CH:35]=[C:34]([C:39]1[CH:40]=[C:41]([CH:55]=[CH:56][CH:57]=1)[C:42]([NH:44][C:45]1[CH:50]=[CH:49][CH:48]=[C:47]([C:51]([F:54])([F:53])[F:52])[CH:46]=1)=[O:43])[N:33]=2.[F:58][C:59]([F:64])([F:63])[C:60]([OH:62])=[O:61]>CN(C)C1C=CN=CC=1.CN(C=O)C.C(OCC)(=O)C.ClCCl>[F:53][C:51]([F:52])([F:54])[C:47]1[CH:46]=[C:45]([NH:44][C:42]([C:41]2[CH:40]=[C:39]([C:34]3[N:33]=[C:32]4[S:31][C:30]([NH:29][C:14]([CH:11]5[CH2:10][CH2:9][NH:8][CH2:13][CH2:12]5)=[O:16])=[N:38][C:37]4=[CH:36][CH:35]=3)[CH:57]=[CH:56][CH:55]=2)=[O:43])[CH:50]=[CH:49][CH:48]=1.[C:60]([OH:62])([C:59]([F:64])([F:63])[F:58])=[O:61] |f:1.2|. Procedure details: To a solution of 1-(tert-butoxycarbonyl)piperidine-4-carboxylic acid (15 mg, 0.07 mmol), 1-ethyl-3-(3-dimethylaminopropyl)carbodiimide hydrochloride (26 mg, 0.14 mmol), 4-dimethylaminopyridine (8 mg, 0.07 mmol) in DMF was added 3-(2-aminothiazolo[5,4-b]pyridin-5-yl)-N-(3-(trifluoromethyl)phenyl)benzamide (28 mg, 0.07 mmol). The reaction mixture was stirred at room temperature for 16 h. The reaction mixture was diluted with ethyl acetate (5 mL) and washed 1N aqueous HCl and brine. The organic lay... The reactants are CNC(NC=1SC=C(N1)CCl)=O (2-(3-methylureido)-4-chloromethylthiazole), N1CCC(CC1)C1=CNC2=CC=CC=C12 (3-(4-piperidyl)indole), C(O)([O-])=O.[Na+] (sodium hydrogen carbonate). The solvent is CN(C=O)C (N,N-dimethylformamide). The product is N1C=C(C2=CC=CC=C12)C1CCN(CC1)CC=1N=C(SC1)NC(=O)NC (4-[4-(3-indolyl)piperidinomethyl]-2-(3-methylureido)thiazole). Yield: 30.1%. Reaction SMILES: [CH3:1][NH:2][C:3](=[O:12])[NH:4][C:5]1[S:6][CH:7]=[C:8]([CH2:10]Cl)[N:9]=1.[NH:13]1[CH2:18][CH2:17][CH:16]([C:19]2[C:27]3[C:22](=[CH:23][CH:24]=[CH:25][CH:26]=3)[NH:21][CH:20]=2)[CH2:15][CH2:14]1.C(=O)([O-])O.[Na+]>CN(C)C=O>[NH:21]1[C:22]2[C:27](=[CH:26][CH:25]=[CH:24][CH:23]=2)[C:19]([CH:16]2[CH2:17][CH2:18][N:13]([CH2:10][C:8]3[N:9]=[C:5]([NH:4][C:3]([NH:2][CH3:1])=[O:12])[S:6][CH:7]=3)[CH2:14][CH2:15]2)=[CH:20]1 |f:2.3|. Procedure details: In a stream of nitrogen gas, a mixture of 2-(3-methylureido)-4-chloromethylthiazole (1.0 g), 3-(4-piperidyl)indole (0.98 g), sodium hydrogen carbonate (0.45 g) and N,N-dimethylformamide (5 ml) was heated at 80° to 90° C. The reaction mixture was then concentrated and the residue was subjected to column chromatography on silica gel. Elution was carried out with a mixture of chloroform and methanol (10:1 V/V). The fractions containing the desired compound were collected and concentrated under redu... Procedure: An excess of NH4Cl (27 mg) was added into a solution of 1-(benzoyl)-3-(R)-methyl-4-[(6-cyano-7-azaindol-3-yl)-oxoacetyl]piperazine (20 mg) and NaN3 (16 mg) in DMF. The reaction was heated to reflux for 12 h. After cooling down, the mixture was concentrated under reduced pressure and the residue was purified using Shimadzu automated preparative HPLC System to give 1-benzoyl-3-(R)-methyl-4-[(6-(tetrazol-1-yl)-7-azaindol-3-yl)-oxoacetyl]piperazine (6.3 mg). MS m/z: (M+H)+Calc'd for C22H21N8O3: 445.... RXN SMILES: [NH4+].[Cl-].[C:3]([N:11]1[CH2:16][CH2:15][N:14]([C:17](=[O:31])[C:18]([C:20]2[C:28]3[C:23](=[N:24][C:25](C#N)=[CH:26][CH:27]=3)[NH:22][CH:21]=2)=[O:19])[C@H:13]([CH3:32])[CH2:12]1)(=[O:10])[C:4]1[CH:9]=[CH:8][CH:7]=[CH:6][CH:5]=1.[N-:33]=[N+:34]=[N-:35].[Na+].[CH3:37][N:38](C=O)C>>[C:3]([N:11]1[CH2:16][CH2:15][N:14]([C:17](=[O:31])[C:18]([C:20]2[C:28]3[C:23](=[N:24][C:25]([N:33]4[CH:37]=[N:38][N:35]=[N:34]4)=[CH:26][CH:27]=3)[NH:22][CH:21]=2)=[O:19])[C@H:13]([CH3:32])[CH2:12]1)(=[O:10])[C:4]1[CH:9]=[CH:8][CH:7]=[CH:6][CH:5]=1 |f:0.1,3.4|. The product is C(C1=CC=CC=C1)(=O)N1C[C@H](N(CC1)C(C(=O)C1=CNC2=NC(=CC=C12)N1N=NN=C1)=O)C (1-benzoyl-3-(R)-methyl-4-[(6-(tetrazol-1-yl)-7-azaindol-3-yl)-oxoacetyl]piperazine). The reactants are [NH4+].[Cl-] (NH4Cl), C(C1=CC=CC=C1)(=O)N1C[C@H](N(CC1)C(C(=O)C1=CNC2=NC(=CC=C12)C#N)=O)C (1-(benzoyl)-3-(R)-methyl-4-[(6-cyano-7-azaindol-3-yl)-oxoacetyl]piperazine), [N-]=[N+]=[N-].[Na+] (NaN3), CN(C)C=O (DMF). Reactants: CC(=O)C.OS(=O)(=O)O.O=[Cr](=O)=O (Jones reagent), ClC1=CC(=C(C=2C=C(OC21)C=O)C=2C(N(C(=CC2)C(F)(F)F)C)=O)F (3-(7-chloro-5-fluoro-2-formylbenzofuran-4-yl)-1-methyl-6-trifluoromethyl-2-(1H)-pyridone), O (water). Solvent: CC(=O)C (acetone). Run at temperature -20 celsius, time 2 hour. Product: C(=O)(O)C=1OC2=C(C1)C(=C(C=C2Cl)F)C=2C(N(C(=CC2)C(F)(F)F)C)=O (3-(2-carboxy-7-chloro-5-fluorobenzofuran-4-yl)-1-methyl-6-trifluoromethyl-2-(1H)-pyridone). Yield: 75.0%. As a reaction SMILES: [Cl:1][C:2]1[C:10]2[O:9][C:8]([CH:11]=[O:12])=[CH:7][C:6]=2[C:5]([C:13]2[C:14](=[O:24])[N:15]([CH3:23])[C:16]([C:19]([F:22])([F:21])[F:20])=[CH:17][CH:18]=2)=[C:4]([F:25])[CH:3]=1.CC(C)=[O:28].OS(O)(=O)=O.O=[Cr](=O)=O.O>CC(C)=O>[C:11]([C:8]1[O:9][C:10]2[C:2]([Cl:1])=[CH:3][C:4]([F:25])=[C:5]([C:13]3[C:14](=[O:24])[N:15]([CH3:23])[C:16]([C:19]([F:20])([F:22])[F:21])=[CH:17][CH:18]=3)[C:6]=2[CH:7]=1)([OH:28])=[O:12] |f:1.2.3|. Procedure details: 0.37 g (0.99 mmol) of 3-(7-chloro-5-fluoro-2-formylbenzofuran-4-yl)-1-methyl-6-trifluoromethyl-2-(1H)-pyridone was dissolved in 20 ml of acetone, and a Jones reagent (CrO3—H2SO4) was added thereto at −20° C. After stirring at −20° C. for 2 hours, the mixture was poured into water and extracted with ethyl acetate. An aqueous sodium hydroxide solution was added to make the extract alkaline, and the aqueous layer was washed with ethyl acetate and acidified by an addition of hydrochloric acid and th... Starting materials: COC1=CC=C(CSC2=NN=NN2)C=C1 (5-p-methoxybenzylthiotetrazole), [N+](=[N-])=C (diazomethane). The solvent is CO (methanol), CCOCC (ether). Conditions: time 1 hour. Product: COC1=CC=C(CSC=2N=NN(N2)C)C=C1 (5-p-methoxybenzylthio-2-methyltetrazole). As a reaction SMILES: [CH3:1][O:2][C:3]1[CH:15]=[CH:14][C:6]([CH2:7][S:8][C:9]2[NH:13][N:12]=[N:11][N:10]=2)=[CH:5][CH:4]=1.[N+](=[CH2:18])=[N-]>CO.CCOCC>[CH3:1][O:2][C:3]1[CH:4]=[CH:5][C:6]([CH2:7][S:8][C:9]2[N:10]=[N:11][N:12]([CH3:18])[N:13]=2)=[CH:14][CH:15]=1. Procedure: To a solution of 5-p-methoxybenzylthiotetrazole (7.00 g : 31.5 mMol.) in methanol (150 ml) is added under ice cooling a solution of diazomethane in ether (produced from 14 g of N-nitrosomethylurea), and the mixture is stirred for 1 hour and then concentrated. The residue is purified by Lobar column chromatography (toluene : ethyl acetate=5: 1) to give 5-p-methoxybenzylthio-2-methyltetrazole 4.86 g : The reactants are C(C)(C)OC(NCCCC[C@@H](C(NCCN(C)C(=O)OCC1=CC=CC=C1)=O)NC(C)=O)=O ({(S)-5-Acetylamino-5-[2-(benzyloxycarbonyl-methyl-amino)-ethyl carbamoyl]-pentyl}-carbamic acid isopropyl ester), CO (MeOH). Reagents/catalysts: [Pd] (Pd/C). Conditions: time 2 hour. The product is C(C)(C)(C)OC(NCCCC[C@@H](C(NCCNC)=O)NC(C)=O)=O ([(S)-5-Acetylamino-5-(2-methylamino-ethylcarbamoyl)-pentyl]-carbamic acid tert-butyl ester). The yield is 98.0%. RXN SMILES: [CH:1]([O:4][C:5](=[O:33])[NH:6][CH2:7][CH2:8][CH2:9][CH2:10][C@H:11]([NH:29][C:30](=[O:32])[CH3:31])[C:12](=[O:28])[NH:13][CH2:14][CH2:15][N:16]([C:18](OCC1C=CC=CC=1)=O)C)([CH3:3])[CH3:2].[CH3:34]O>[Pd]>[C:1]([O:4][C:5](=[O:33])[NH:6][CH2:7][CH2:8][CH2:9][CH2:10][C@H:11]([NH:29][C:30](=[O:32])[CH3:31])[C:12](=[O:28])[NH:13][CH2:14][CH2:15][NH:16][CH3:18])([CH3:2])([CH3:3])[CH3:34]. Procedure: To a solution of compound I (1.4 g, 3.00 mmol) in MeOH (40 mL) was added 5% Pd/C (300 mg). This reaction mixture was subjected to hydrogenation at 70 psi for 2 h. Next, the reaction mixture was filtered through a celite pad, MeOH was removed in a rotary evaporator to afford compound J (1.02 g, 98%). LC-MS [M+H] 344.9 (C16H32N4O4+H, calc: 345.4).